This data is from the Open Reaction Database (ORD), a public repository of structured organic reaction records. The task is: describe an organic reaction: reactants, conditions, products, and yield Isolated yield 59.0%. As a reaction SMILES: [C:1]([C:5]1[CH:9]=[C:8]([NH:10][C:11]([NH:13][C@@H:14]2[C:23]3[C:18](=[CH:19][CH:20]=[CH:21][CH:22]=3)[C@H:17]([O:24][C:25]3[CH:26]=[CH:27][C:28]4[N:29]([C:31]([N:34]5[CH2:39][CH2:38][CH2:37][CH2:36][C@@H:35]5[CH3:40])=[N:32][N:33]=4)[CH:30]=3)[CH2:16][CH2:15]2)=[O:12])[N:7]([C:41]2[CH:42]=[C:43]([CH:52]=[CH:53][CH:54]=2)[O:44][CH2:45][CH2:46][O:47]S(C)(=O)=O)[N:6]=1)([CH3:4])([CH3:3])[CH3:2].[NH:55]1[CH2:59][CH2:58][CH2:57][CH2:56]1.C1C[O:63]CC1>>[CH:46]([OH:47])=[O:63].[C:1]([C:5]1[CH:9]=[C:8]([NH:10][C:11]([NH:13][C@@H:14]2[C:23]3[C:18](=[CH:19][CH:20]=[CH:21][CH:22]=3)[C@H:17]([O:24][C:25]3[CH:26]=[CH:27][C:28]4[N:29]([C:31]([N:34]5[CH2:39][CH2:38][CH2:37][CH2:36][C@@H:35]5[CH3:40])=[N:32][N:33]=4)[CH:30]=3)[CH2:16][CH2:15]2)=[O:12])[N:7]([C:41]2[CH:54]=[CH:53][CH:52]=[C:43]([O:44][CH2:45][CH2:46][N:55]3[CH2:59][CH2:58][CH2:57][CH2:56]3)[CH:42]=2)[N:6]=1)([CH3:4])([CH3:3])[CH3:2] |f:3.4|. The reactants are C(C)(C)(C)C1=NN(C(=C1)NC(=O)N[C@H]1CC[C@H](C2=CC=CC=C12)OC=1C=CC=2N(C1)C(=NN2)N2[C@H](CCCC2)C)C=2C=C(OCCOS(=O)(=O)C)C=CC2 (Methanesulfonic acid 2-{3-[3-tert-butyl-5-(3-{(1S,4R)-4-[3-((S)-2-methyl-piperidin-1-yl)-[1,2,4]triazolo[4,3-a]pyridin-6-yloxy]-1,2,3,4-tetrahydro-naphthalen-1-yl}-ureido)-pyrazol-1-yl]-phenoxy}-ethyl ester), N1CCCC1 (pyrrolidine), C1CCOC1 (THF). Procedure: A solution of Intermediate 154a (50.5 mg, 0.067 mmol) and pyrrolidine (27 μL, 0.33 mmol) in THF (1 mL) was stirred at 60° C. for 20 h in a sealed tube. The mixture was concentrated in vacuo and the residue purified by MDAP (Method 7). The title product was isolated as an off-white solid (29 mg, 59%). LCMS (Method 5): Rt 3.72 min, m/z 732.6 [MH+]. 1H NMR (400 MHz, d6-DMSO): 0.91 (3H, d, J=8.0 Hz), 1.28 (9H, s), 1.46-1.56 (2H, m), 1.61-1.72 (6H, m), 1.75-1.98 (4H, m), 1.99-2.18 (2H, m), 2.52 (4H, ... Product: C(=O)O.C(C)(C)(C)C=1C=C(N(N1)C1=CC(=CC=C1)OCCN1CCCC1)NC(=O)N[C@H]1CC[C@H](C2=CC=CC=C12)OC=1C=CC=2N(C1)C(=NN2)N2[C@H](CCCC2)C (1-{5-tert-Butyl-2-[3-(2-pyrrolidin-1-yl-ethoxy)-phenyl]-2H-pyrazol-3-yl}-3-{(1S,4R)-4-[3-((S)-2-methyl-piperidin-1-yl)-[1,2,4]triazolo[4,3-a]pyridin-6-yloxy]-1,2,3,4-tetrahydro-naphthalen-1-yl}-urea formate salt), solid.